This data is from the Open Reaction Database (ORD), a public repository of structured organic reaction records. The task is: describe an organic reaction: reactants, conditions, products, and yield Starting materials: COC(=O)C(F)(F)Cl, CC1c2cc(Cl)cc(I)c2C(=O)N1C1CC1, [Cu]I, [F-], [K+], CN(C)C=O. Yields the product CC1c2cc(Cl)cc(C(F)(F)F)c2C(=O)N1C1CC1. RXN SMILES: [CH3:19][O:20][C:21]([C:22]([F:23])([F:24])[Cl:26])=[O:25].[Cl:3][c:4]1[cH:5][c:6]2[c:10]([c:11]([I:13])[cH:12]1)[C:9](=[O:14])[N:8]([CH:15]1[CH2:16][CH2:17]1)[CH:7]2[CH3:18].[Cu:32][I:33].[F-:1].[K+:2].[O:27]=[CH:28][N:29]([CH3:30])[CH3:31]>>[F:1][C:22]([c:11]1[c:10]2[c:6]([cH:5][c:4]([Cl:3])[cH:12]1)[CH:7]([CH3:18])[N:8]([CH:15]1[CH2:16][CH2:17]1)[C:9]2=[O:14])([F:23])[F:24].